Dataset: the Open Reaction Database (ORD), a public repository of structured organic reaction records. Task: describe an organic reaction: reactants, conditions, products, and yield The reactants are CCOC1(OCC)CCCN1C, N#CCc1ccc([N+](=O)[O-])cc1, c1ccccc1. The product is CN1CCCC1=C(C#N)c1ccc([N+](=O)[O-])cc1. As a reaction SMILES: [CH2:1]([O:2][C:4]1([O:3][CH2:10][CH3:11])[N:5]([CH3:9])[CH2:6][CH2:7][CH2:8]1)[CH3:12].[N+:13](=[O:14])([O-:15])[c:16]1[cH:17][cH:18][c:19]([CH2:22][C:23]#[N:24])[cH:20][cH:21]1.[cH:25]1[cH:26][cH:27][cH:28][cH:29][cH:30]1>>[C:4]1(=[C:22]([c:19]2[cH:18][cH:17][c:16]([N+:13](=[O:14])[O-:15])[cH:21][cH:20]2)[C:23]#[N:24])[N:5]([CH3:9])[CH2:6][CH2:7][CH2:8]1. RXN SMILES: [Cl:1][c:2]1[c:3]([F:46])[c:4]([CH:8]2[CH:9]([C:28](=[O:29])[NH:30][c:31]3[cH:32][cH:33][c:34]([CH2:35][NH:36][C:37](=[O:38])[O:39][C:40]([CH3:41])([CH3:42])[CH3:43])[cH:44][cH:45]3)[NH:10][CH:11]([CH2:23][C:24]([CH3:25])([CH3:26])[CH3:27])[C:12]2([C:13]#[N:14])[c:15]2[c:16]([F:22])[cH:17][c:18]([Cl:21])[cH:19][cH:20]2)[cH:5][cH:6][cH:7]1.[Cl:54][CH2:55][Cl:56].[F:47][C:48]([F:49])([F:50])[C:51]([OH:52])=[O:53]>>[Cl:1][c:2]1[c:3]([F:46])[c:4]([CH:8]2[CH:9]([C:28](=[O:29])[NH:30][c:31]3[cH:32][cH:33][c:34]([CH2:35][NH2:36])[cH:44][cH:45]3)[NH:10][CH:11]([CH2:23][C:24]([CH3:25])([CH3:26])[CH3:27])[C:12]2([C:13]#[N:14])[c:15]2[c:16]([F:22])[cH:17][c:18]([Cl:21])[cH:19][cH:20]2)[cH:5][cH:6][cH:7]1. Reactants: CC(C)(C)CC1NC(C(=O)Nc2ccc(CNC(=O)OC(C)(C)C)cc2)C(c2cccc(Cl)c2F)C1(C#N)c1ccc(Cl)cc1F, ClCCl, O=C(O)C(F)(F)F. Product: CC(C)(C)CC1NC(C(=O)Nc2ccc(CN)cc2)C(c2cccc(Cl)c2F)C1(C#N)c1ccc(Cl)cc1F. Starting materials: [Br-], Cc1ccccc1, C[Mg+], O=C1CCCc2nc(OCc3ccccc3)ccc21. Product: CC1(O)CCCc2nc(OCc3ccccc3)ccc21. As a reaction SMILES: [Br-:1].[CH3:23][c:24]1[cH:25][cH:26][cH:27][cH:28][cH:29]1.[CH3:2][Mg+:3].[O:4]=[C:5]1[c:6]2[cH:7][cH:8][c:9]([O:15][CH2:16][c:17]3[cH:18][cH:19][cH:20][cH:21][cH:22]3)[n:10][c:11]2[CH2:12][CH2:13][CH2:14]1>>[CH3:2][C:5]1([OH:4])[c:6]2[cH:7][cH:8][c:9]([O:15][CH2:16][c:17]3[cH:18][cH:19][cH:20][cH:21][cH:22]3)[n:10][c:11]2[CH2:12][CH2:13][CH2:14]1. The reactants are [N+](=O)([O-])C1=CC=C(C=C1)NN (4-Nitrophenylhydrazine), C(=O)[O-].[Na+] (sodium formate), C(=O)OCC (ethyl formate). Solvent: C(C)O (ethanol), C(=O)O (formic acid). Product: C(=O)NNC1=CC=C(C=C1)[N+](=O)[O-] (1-Formyl-2-(4-nitrophenyl)hydrazine). As a reaction SMILES: [N+:1]([C:4]1[CH:9]=[CH:8][C:7]([NH:10][NH2:11])=[CH:6][CH:5]=1)([O-:3])=[O:2].[CH:12]([O-])=[O:13].[Na+].C(OCC)=O>C(O)C.C(O)=O>[CH:12]([NH:11][NH:10][C:7]1[CH:6]=[CH:5][C:4]([N+:1]([O-:3])=[O:2])=[CH:9][CH:8]=1)=[O:13] |f:1.2|. Procedure details: 4-Nitrophenylhydrazine (9.2 g, 0.06 mole), sodium formate (4.08 g, 0.06 mole), and ethyl formate (148 g, 2.00 moles) were mixed in ethanol (40 ml) and formic acid (30 ml). The mixture was heated on a steam bath; the volume of the mixture was reduced to approximately 100 ml by continued boiling. The hydrazide product crystallized out of the concentrated reaction mixture upon cooling. The product was filtered off, washed with ethanol, and dried. Yield 10.2 g (94%), m.p. 183°-185° C. The reactants are C(C)C(CC)NC1=C(C(=NC(=C1)C)NC1=C(C=C(C=C1C)C)C)N (N4-(1-ethyl-propyl)-6-methyl-N2-(2,4,6-trimethyl-phenyl)-pyridine-2,3,4-triamine), BrC#N (BrCN). Solvent: C(C)#N (acetonitrile). Yields the product C(C)C(CC)NC1=C2C(=NC(=C1)C)N(C(=N2)N)C2=C(C=C(C=C2C)C)C (N7-(1-Ethyl-propyl)-5-methyl-3-(2,4,6-trimethyl-phenyl)-3H-imidazo[4,5-b]pyridine-2,7-diamine). As a reaction SMILES: [CH2:1]([CH:3]([NH:6][C:7]1[CH:12]=[C:11]([CH3:13])[N:10]=[C:9]([NH:14][C:15]2[C:20]([CH3:21])=[CH:19][C:18]([CH3:22])=[CH:17][C:16]=2[CH3:23])[C:8]=1[NH2:24])[CH2:4][CH3:5])[CH3:2].Br[C:26]#[N:27]>C(#N)C>[CH2:1]([CH:3]([NH:6][C:7]1[CH:12]=[C:11]([CH3:13])[N:10]=[C:9]2[N:14]([C:15]3[C:20]([CH3:21])=[CH:19][C:18]([CH3:22])=[CH:17][C:16]=3[CH3:23])[C:26]([NH2:27])=[N:24][C:8]=12)[CH2:4][CH3:5])[CH3:2]. Procedure: The title compound was prepared by reacting N4-(1-ethyl-propyl)-6-methyl-N2-(2,4,6-trimethyl-phenyl)-pyridine-2,3,4-triamine with BrCN in acetonitrile at room temperature overnight. The mixture was quenched with water and adjusted to pH 8.0 with saturated sodium bicarbonate and extracted with ethyl acetate. The organic layer was separated, dried and concentrated to give crude material. The material was purified through silica gel column chromatography to give the title compound as a brown solid,...